This data is from the Open Reaction Database (ORD), a public repository of structured organic reaction records. The task is: describe an organic reaction: reactants, conditions, products, and yield Reactants: N#N.S(=O)(=O)(C1=CC=CC=2C(N(C)C)=CC=CC12)N[C@@H](CCCNC(N)=N)C(=O)O (N2 dansyl-L-arginine), C1(=CC=C(C=C1)S(=O)=O)C (p-toluenesulfonic acid monohydride), C1=CC=CC=C1 (benzene). Solvent: C(CCCCC)O (n-hexyl alcohol). Run at temperature 100 celsius. The product is N#N.C1(=CC=C(C=C1)S(=O)(=O)O)C.C1(=CC=C(C=C1)S(=O)(=O)O)C.C(CCCCC)OC([C@@H](NS(=O)(=O)C1=CC=CC=2C(N(C)C)=CC=CC12)CCCNC(N)=N)=O (N2 dansyl-L-arginine n-hexyl ester di(p-toluenesulfonate)). Isolated yield 95.0%. As a reaction SMILES: [N:1]#[N:2].[S:3]([NH:19][C@H:20]([C:28]([OH:30])=[O:29])[CH2:21][CH2:22][CH2:23][NH:24][C:25](=[NH:27])[NH2:26])([C:6]1[C:18]2[CH:17]=[CH:16][CH:15]=[C:11]([N:12]([CH3:14])[CH3:13])[C:10]=2[CH:9]=[CH:8][CH:7]=1)(=[O:5])=[O:4].[C:31]1([CH3:40])[CH:36]=[CH:35][C:34]([SH:37](=[O:39])=[O:38])=[CH:33][CH:32]=1.[CH:41]1[CH:46]=[CH:45][CH:44]=[CH:43][CH:42]=1>C(O)CCCCC>[N:1]#[N:2].[C:31]1([CH3:40])[CH:36]=[CH:35][C:34]([S:37]([OH:4])(=[O:39])=[O:38])=[CH:33][CH:32]=1.[C:31]1([CH3:40])[CH:36]=[CH:35][C:34]([S:37]([OH:4])(=[O:39])=[O:38])=[CH:33][CH:32]=1.[CH2:45]([O:29][C:28](=[O:30])[C@H:20]([CH2:21][CH2:22][CH2:23][NH:24][C:25](=[NH:26])[NH2:27])[NH:19][S:3]([C:6]1[C:18]2[CH:17]=[CH:16][CH:15]=[C:11]([N:12]([CH3:13])[CH3:14])[C:10]=2[CH:9]=[CH:8][CH:7]=1)(=[O:4])=[O:5])[CH2:46][CH2:41][CH2:42][CH2:43][CH3:44] |f:0.1,5.6.7.8|. Procedure: A mixture of 1.0 gram of N2 -dansyl-L-arginine and 1.4 gram of p-toluenesulfonic acid monohydride in 10 ml of n-hexyl alcohol was heated for 30 minutes at 100° C. To the thus obtained clear solution, 100 ml of benzene was added, and the mixture was refluxed for 3 hours, removing water by azeotropic distillation. After the solvent was removed by distillation, 50 ml of ethyl ether and 50 ml of petroleum ether were added to the residue to give a crystalline mass. Crystallization from acetone gave N...